From a dataset of the Open Reaction Database (ORD), a public repository of structured organic reaction records. describe an organic reaction: reactants, conditions, products, and yield Reactants: O.O.[Sn](Cl)Cl (tin(II)cloride dihydrate), C(C1=CC=CC=C1)OC(=O)N1C(CCCC1)CCOC1=C(C(NC2=CC(=C(C=C12)[N+](=O)[O-])Cl)=O)C1=CC(=CC(=C1)C)C (2-{2-[6-nitro-7-chloro-3-(3,5-dimethylphenyl)-2-oxo-1,2-dihydroquinolin-4-yloxy]-ethyl}-piperidine-1-carboxylic acid benzyl ester). Run at temperature 70 celsius, time 2 hour. The product is C(C1=CC=CC=C1)OC(=O)N1C(CCCC1)CCOC1=C(C(NC2=CC(=C(C=C12)N)Cl)=O)C1=CC(=CC(=C1)C)C (2-{2-[6-amino-7-chloro-3-(3,5-dimethylphenyl)-2-oxo-1,2-dihydroquinolin-4-yloxy]-ethyl}-piperidine-1-carboxylic acid benzyl ester). Isolated yield 47.5%. RXN SMILES: O.O.[Sn](Cl)Cl.[CH2:6]([O:13][C:14]([N:16]1[CH2:21][CH2:20][CH2:19][CH2:18][CH:17]1[CH2:22][CH2:23][O:24][C:25]1[C:34]2[C:29](=[CH:30][C:31]([Cl:38])=[C:32]([N+:35]([O-])=O)[CH:33]=2)[NH:28][C:27](=[O:39])[C:26]=1[C:40]1[CH:45]=[C:44]([CH3:46])[CH:43]=[C:42]([CH3:47])[CH:41]=1)=[O:15])[C:7]1[CH:12]=[CH:11][CH:10]=[CH:9][CH:8]=1>>[CH2:6]([O:13][C:14]([N:16]1[CH2:21][CH2:20][CH2:19][CH2:18][CH:17]1[CH2:22][CH2:23][O:24][C:25]1[C:34]2[C:29](=[CH:30][C:31]([Cl:38])=[C:32]([NH2:35])[CH:33]=2)[NH:28][C:27](=[O:39])[C:26]=1[C:40]1[CH:45]=[C:44]([CH3:46])[CH:43]=[C:42]([CH3:47])[CH:41]=1)=[O:15])[C:7]1[CH:8]=[CH:9][CH:10]=[CH:11][CH:12]=1 |f:0.1.2|. Procedure: To a solution of 2-{2-[6-nitro-7-chloro-3-(3,5-dimethylphenyl)-2-oxo-1,2-dihydroquinolin-4-yloxy]-ethyl}-piperidine-1-carboxylic acid benzyl ester (1.11 g in 30 mL ethanol) was added 2 mL tin(II)cloride dihydrate and the mixture heated to 70° C. on an oil bath. After 2 hours, the reaction was cooled to room temperature and quenched by the addition of 300 mL ice-water. The acidity of the resulting solution was adjusted to pH 8 by the addition of saturated aqueous sodium bicarbonate and the mixtur... Starting materials: CO, [Li+], CCOC(=O)c1cccnc1CN1C(=O)C2(COc3cc4c(cc32)OCCO4)c2ccccc21, C1CCOC1, [OH-], O. Product: O=C(O)c1cccnc1CN1C(=O)C2(COc3cc4c(cc32)OCCO4)c2ccccc21. As a reaction SMILES: [CH3:43][OH:44].[Li+:35].[O:1]=[C:2]1[N:3]([CH2:23][c:24]2[n:25][cH:26][cH:27][cH:28][c:29]2[C:30](=[O:31])[O:32][CH2:33][CH3:34])[c:4]2[cH:5][cH:6][cH:7][cH:8][c:9]2[C:10]12[CH2:11][O:12][c:13]1[cH:14][c:15]3[c:16]([cH:21][c:22]12)[O:17][CH2:18][CH2:19][O:20]3.[O:37]1[CH2:38][CH2:39][CH2:40][CH2:41]1.[OH-:36].[OH2:42]>>[O:1]=[C:2]1[N:3]([CH2:23][c:24]2[n:25][cH:26][cH:27][cH:28][c:29]2[C:30](=[O:31])[OH:32])[c:4]2[cH:5][cH:6][cH:7][cH:8][c:9]2[C:10]12[CH2:11][O:12][c:13]1[cH:14][c:15]3[c:16]([cH:21][c:22]12)[O:17][CH2:18][CH2:19][O:20]3. The reactants are CCOC(=O)C(O)C(O)C(=O)OCC, COc1ccc2[nH]c(SCc3ncc(C)c(OC)c3C)nc2c1, CCOC(C)=O, CC(C)[O-], CC(C)[O-], CC(C)[O-], CC(C)[O-], CCCCCC(C)C, CCN(C(C)C)C(C)C, [O-]O, O, [Ti+4], CC(C)c1ccccc1. Yields the product COc1ccc2[nH]c(S(=O)Cc3ncc(C)c(OC)c3C)nc2c1. Reaction SMILES: [C:25](=[O:26])([CH:27]([CH:28]([C:29]([O:30][CH2:31][CH3:32])=[O:33])[OH:34])[OH:35])[O:36][CH2:37][CH3:38].[CH3:1][O:2][c:3]1[cH:4][c:5]2[c:6]([nH:7][c:8]([S:10][CH2:11][c:12]3[n:13][cH:14][c:15]([CH3:21])[c:16]([O:19][CH3:20])[c:17]3[CH3:18])[n:9]2)[cH:22][cH:23]1.[CH3:59][CH2:60][O:61][C:62](=[O:63])[CH3:64].[CH3:65][CH:66]([CH3:67])[O-:68].[CH3:70][CH:71]([CH3:72])[O-:73].[CH3:74][CH:75]([CH3:76])[O-:77].[CH3:78][CH:79]([CH3:80])[O-:81].[CH3:82][CH2:83][CH2:84][CH2:85][CH2:86][CH:87]([CH3:88])[CH3:89].[CH:39]([N:40]([CH:41]([CH3:42])[CH3:43])[CH2:44][CH3:45])([CH3:46])[CH3:47].[O-:48][OH:49].[OH2:24].[Ti+4:69].[c:50]1([CH:51]([CH3:52])[CH3:53])[cH:54][cH:55][cH:56][cH:57][cH:58]1>>[CH3:1][O:2][c:3]1[cH:4][c:5]2[c:6]([nH:7][c:8]([S:10]([CH2:11][c:12]3[n:13][cH:14][c:15]([CH3:21])[c:16]([O:19][CH3:20])[c:17]3[CH3:18])=[O:26])[n:9]2)[cH:22][cH:23]1. Reactants: O=C=NCc1ccccc1, C1CCOC1, Clc1ccc2c(N3CCNCC3)ccnc2c1. Yields the product O=C(NCc1ccccc1)N1CCN(c2ccnc3cc(Cl)ccc23)CC1. Reaction SMILES: [CH2:18]([c:19]1[cH:20][cH:21][cH:22][cH:23][cH:24]1)[N:25]=[C:26]=[O:27].[CH2:28]1[O:29][CH2:30][CH2:31][CH2:32]1.[Cl:1][c:2]1[cH:3][cH:4][c:5]2[c:6]([N:12]3[CH2:13][CH2:14][NH:15][CH2:16][CH2:17]3)[cH:7][cH:8][n:9][c:10]2[cH:11]1>>[Cl:1][c:2]1[cH:3][cH:4][c:5]2[c:6]([N:12]3[CH2:13][CH2:14][N:15]([C:26]([NH:25][CH2:18][c:19]4[cH:20][cH:21][cH:22][cH:23][cH:24]4)=[O:27])[CH2:16][CH2:17]3)[cH:7][cH:8][n:9][c:10]2[cH:11]1. Starting materials: ClC1=CC(=NC(=C1C#N)C1=CC=C(C=C1)OC1=CC=CC=C1)C1=CC=C(C=C1)NC(C)=O (N-(4-(4-chloro-5-cyano-6-(4-phenoxyphenyl)pyridin-2-yl)phenyl)acetamide), NN (hydrazine). Solvent: CN(C=O)C (N,N-dimethylformamide). Reaction conditions: temperature 120 celsius. Yields the product NC1=NNC2=C1C(=NC(=C2)C2=CC=C(C=C2)NC(C)=O)C2=CC=C(C=C2)OC2=CC=CC=C2 (N-(4-(3-Amino-4-(4-phenoxyphenyl)-1H-pyrazolo[4,3-c]pyridin-6-yl)phenyl)acetamide). Reaction SMILES: Cl[C:2]1[C:7]([C:8]#[N:9])=[C:6]([C:10]2[CH:15]=[CH:14][C:13]([O:16][C:17]3[CH:22]=[CH:21][CH:20]=[CH:19][CH:18]=3)=[CH:12][CH:11]=2)[N:5]=[C:4]([C:23]2[CH:28]=[CH:27][C:26]([NH:29][C:30](=[O:32])[CH3:31])=[CH:25][CH:24]=2)[CH:3]=1.[NH2:33][NH2:34]>CN(C)C=O>[NH2:9][C:8]1[C:7]2[C:6]([C:10]3[CH:15]=[CH:14][C:13]([O:16][C:17]4[CH:22]=[CH:21][CH:20]=[CH:19][CH:18]=4)=[CH:12][CH:11]=3)=[N:5][C:4]([C:23]3[CH:28]=[CH:27][C:26]([NH:29][C:30](=[O:32])[CH3:31])=[CH:25][CH:24]=3)=[CH:3][C:2]=2[NH:34][N:33]=1. Procedure: A mixture of N-(4-(4-chloro-5-cyano-6-(4-phenoxyphenyl)pyridin-2-yl)phenyl)acetamide (24.9 mg, 0.057 mmol), 35% aqueous hydrazine (20 μL, 0.637 mmol) and N,N-dimethylformamide (0.5 mL) in a sealed tube was heated to 100° C. for 3 h, 120° C. for 6 h and concentrated. Silica gel chromatography, eluting with 0-10% methanol in dichloromethane, gave the desired product. The material was triturated with dichloromethane and filtered to give Example 200 as light yellow solid (9.4 mg, 38% yield). 1H NMR ... Starting materials: C(C)(C)(C)OC(=O)N1[C@@H](CC(C1)=NOCC1=CC(=C(C=C1)Cl)Cl)C(=O)O ((2S,4EZ)-1-(tert-butoxycarbonyl)-4-{[(3,4-dichlorobenzyl)oxy]imino}-2-pyrrolidinecarboxylic acid), C1(=CC=CC=C1)C(C(=O)Cl)C1=CC=CC=C1 (diphenylacetyl chloride), C(C=C)N (allylamine). Yields the product C(C=C)NC(=O)[C@H]1N(CC(C1)=NOCC1=CC(=C(C=C1)Cl)Cl)C(C(C1=CC=CC=C1)C1=CC=CC=C1)=O ((2S,4EZ)-N-allyl-4-{[(3,4-dichlorobenzyl)oxy]imino}-1-(diphenylacetyl)-2-pyrrolidinecarboxamide). RXN SMILES: C(O[C:6]([N:8]1[CH2:12][C:11](=[N:13][O:14][CH2:15][C:16]2[CH:21]=[CH:20][C:19]([Cl:22])=[C:18]([Cl:23])[CH:17]=2)[CH2:10][C@H:9]1[C:24]([OH:26])=O)=[O:7])(C)(C)C.[C:27]1([CH:33]([C:37]2[CH:42]=[CH:41][CH:40]=[CH:39][CH:38]=2)C(Cl)=O)[CH:32]=[CH:31][CH:30]=[CH:29][CH:28]=1.[CH2:43]([NH2:46])[CH:44]=[CH2:45]>>[CH2:43]([NH:46][C:24]([C@@H:9]1[CH2:10][C:11](=[N:13][O:14][CH2:15][C:16]2[CH:21]=[CH:20][C:19]([Cl:22])=[C:18]([Cl:23])[CH:17]=2)[CH2:12][N:8]1[C:6](=[O:7])[CH:33]([C:27]1[CH:28]=[CH:29][CH:30]=[CH:31][CH:32]=1)[C:37]1[CH:38]=[CH:39][CH:40]=[CH:41][CH:42]=1)=[O:26])[CH:44]=[CH2:45]. Procedure details: Following the general method as outlined in Example 22, starting from (2S,4EZ)-1-(tert-butoxycarbonyl)-4-{[(3,4-dichlorobenzyl)oxy]imino}-2-pyrrolidinecarboxylic acid, diphenylacetyl chloride, and allylamine the title compound was obtained in 54% purity by LC/MS. MS(ESI+): m/z=536.6. The reactants are COC=1C=C(C=CC1N1C=NC(=C1)C)N (3-methoxy-4-(4-methyl-imidazol-1-yl)-phenylamine), ClC1=NC=NC(=C1)OC1=C(C=CC=C1Cl)Cl (4-chloro-6-(2,6-dichloro-phenoxy)-pyrimidine). Product: ClC1=C(OC2=NC(=NC=C2)NC2=CC(=C(C=C2)N2C=NC(=C2)C)OC)C(=CC=C1)Cl ([4-(2,6-Dichloro-phenoxy)-pyrimidin-2-yl]-[3-methoxy-4-(4-methyl-imidazol-1-yl)-phenyl]-amine). The yield is 29.0%. RXN SMILES: [CH3:1][O:2][C:3]1[CH:4]=[C:5]([NH2:15])[CH:6]=[CH:7][C:8]=1[N:9]1[CH:13]=[C:12]([CH3:14])[N:11]=[CH:10]1.Cl[C:17]1[CH:22]=[C:21]([O:23][C:24]2[C:29]([Cl:30])=[CH:28][CH:27]=[CH:26][C:25]=2[Cl:31])[N:20]=[CH:19][N:18]=1>>[Cl:31][C:25]1[CH:26]=[CH:27][CH:28]=[C:29]([Cl:30])[C:24]=1[O:23][C:21]1[CH:22]=[CH:17][N:18]=[C:19]([NH:15][C:5]2[CH:6]=[CH:7][C:8]([N:9]3[CH:13]=[C:12]([CH3:14])[N:11]=[CH:10]3)=[C:3]([O:2][CH3:1])[CH:4]=2)[N:20]=1. Procedure details: The title compound was prepared in analogous manner as described in example 1e) from 3-methoxy-4-(4-methyl-imidazol-1-yl)-phenylamine and 4-chloro-6-(2,6-dichloro-phenoxy)-pyrimidine. It was obtained as a yellow solid in 29% yield.